From a dataset of the Open Reaction Database (ORD), a public repository of structured organic reaction records. describe an organic reaction: reactants, conditions, products, and yield Procedure: For Step 1, (3,4-dimethoxy-phenyl)-acetic acid methyl ester was substituted for (3,4-Dimethoxyphenyl)acetonitrile, ethyl chloroformate was substituted for 2-bromopropane and lithium diisopropylamide (LDA) was substituted for NaHMDS. For Step 2, sodium hydride was substituted for NaHMDS. RXN SMILES: [CH3:1][O:2][C:3](=[O:15])[CH2:4][C:5]1[CH:10]=[CH:9][C:8]([O:11][CH3:12])=[C:7]([O:13][CH3:14])[CH:6]=1.CO[C:18]1C=C(CC#N)C=[CH:22][C:23]=1OC.Cl[C:30]([O:32][CH2:33][CH3:34])=[O:31].[Br:35]C(C)C.C([N-]C(C)C)(C)C.[Li+].C[Si]([N-][Si](C)(C)C)(C)C.[Na+].[H-].[Na+]>>[Br:35][CH2:22][CH2:23][CH2:18][C:4]([C:5]1[CH:10]=[CH:9][C:8]([O:11][CH3:12])=[C:7]([O:13][CH3:14])[CH:6]=1)([C:3]([O:2][CH3:1])=[O:15])[C:30]([O:32][CH2:33][CH3:34])=[O:31] |f:4.5,6.7,8.9|. The product is BrCCCC(C(=O)OCC)(C(=O)OC)C1=CC(=C(C=C1)OC)OC (1-Ethyl 3-methyl 2-(3-bromopropyl)-2-(3,4-dimethoxyphenyl)malonate). Starting materials: COC(CC1=CC(=C(C=C1)OC)OC)=O ((3,4-dimethoxy-phenyl)-acetic acid methyl ester), C(C)(C)[N-]C(C)C.[Li+] (lithium diisopropylamide), BrC(C)C (2-bromopropane), C[Si](C)(C)[N-][Si](C)(C)C.[Na+] (NaHMDS), [H-].[Na+] (sodium hydride), COC=1C=C(C=CC1OC)CC#N ((3,4-Dimethoxyphenyl)acetonitrile), ClC(=O)OCC (ethyl chloroformate), C[Si](C)(C)[N-][Si](C)(C)C.[Na+] (NaHMDS). Starting materials: CCOC(=O)C(C)(C)Oc1c(F)cc(Br)cc1F, CB1OB(C)OB(C)O1, [Na+], [Na+], O=C([O-])[O-], C1COCCO1, O. Yields the product CCOC(=O)C(C)(C)Oc1c(F)cc(C)cc1F. As a reaction SMILES: [Br:1][c:2]1[cH:3][c:4]([F:18])[c:5]([O:6][C:7]([C:8](=[O:9])[O:10][CH2:11][CH3:12])([CH3:13])[CH3:14])[c:15]([F:17])[cH:16]1.[CH3:32][B:33]1[O:34][B:35]([CH3:36])[O:37][B:38]([CH3:39])[O:40]1.[Na+:19].[Na+:20].[O-:21][C:22](=[O:23])[O-:24].[O:25]1[CH2:26][CH2:27][O:28][CH2:29][CH2:30]1.[OH2:31]>>[c:2]1([CH3:22])[cH:3][c:4]([F:18])[c:5]([O:6][C:7]([C:8](=[O:9])[O:10][CH2:11][CH3:12])([CH3:13])[CH3:14])[c:15]([F:17])[cH:16]1. Reactants: ClCCl, CN(C)C=O, O=C(Cl)C(=O)Cl, O=C(O)CCc1cccs1. Product: O=C(Cl)CCc1cccs1. As a reaction SMILES: [CH2:16]([Cl:17])[Cl:18].[CH3:11][N:12]([CH3:13])[CH:14]=[O:15].[Cl:19][C:20]([C:21]([Cl:22])=[O:23])=[O:24].[s:1]1[c:2]([CH2:6][CH2:7][C:8](=[O:9])[OH:10])[cH:3][cH:4][cH:5]1>>[s:1]1[c:2]([CH2:6][CH2:7][C:8](=[O:10])[Cl:17])[cH:3][cH:4][cH:5]1. Starting materials: N[C@@H](CCCNC(N)=N)C(=O)O (Arg), N[C@@H](CCCCN)C(=O)O (Lys). Product: N[C@@H]([C@H](O)C)C(=O)O.C1[C@H](CN[C@@H]1C(=O)O)O.C(CCN)C[C@@H](C(=O)O)NC(=O)[C@H](CCCN=C(N)N)N (Thr HyPro Arg-Lys). As a reaction SMILES: [NH2:1][C@H:2]([C:10]([OH:12])=[O:11])[CH2:3][CH2:4][CH2:5][NH:6][C:7](=[NH:9])[NH2:8].[NH2:13][C@H:14]([C:20]([OH:22])=[O:21])[CH2:15][CH2:16][CH2:17][CH2:18][NH2:19]>>[NH2:1][C@H:2]([C:10]([OH:12])=[O:11])[C@@H:3]([CH3:4])[OH:21].[CH2:15]1[C@@H:14]([C:20]([OH:22])=[O:21])[NH:13][CH2:17][C@@H:16]1[OH:11].[CH2:16]([CH2:15][C@H:14]([NH:13][C:10]([C@@H:2]([NH2:1])[CH2:3][CH2:4][CH2:5][N:6]=[C:7]([NH2:8])[NH2:9])=[O:12])[C:20]([OH:22])=[O:21])[CH2:17][CH2:18][NH2:19] |f:2.3.4|. Procedure: Arg replaced with Lys to produce; Reactants: C(C)(C)(C)OC(=O)NCCC1=CC=C(OCP(OCC)(OCC)=O)C=C1 (4-(2-t-Butoxycarbonylaminoethyl)phenoxymethylphosphonic acid, diethyl ester). Run in C(Cl)Cl (methylene chloride), FC(C(=O)O)(F)F (trifluoracetic acid). Product: NCCC1=CC=C(OCP(OCC)(OCC)=O)C=C1 (4-(2-Aminoethyl)phenoxymethylphosphonic acid, diethyl ester). As a reaction SMILES: C(OC([NH:8][CH2:9][CH2:10][C:11]1[CH:26]=[CH:25][C:14]([O:15][CH2:16][P:17](=[O:24])([O:21][CH2:22][CH3:23])[O:18][CH2:19][CH3:20])=[CH:13][CH:12]=1)=O)(C)(C)C>C(Cl)Cl.FC(F)(F)C(O)=O>[NH2:8][CH2:9][CH2:10][C:11]1[CH:12]=[CH:13][C:14]([O:15][CH2:16][P:17](=[O:24])([O:18][CH2:19][CH3:20])[O:21][CH2:22][CH3:23])=[CH:25][CH:26]=1. Procedure details: 4-(2-t-Butoxycarbonylaminoethyl)phenoxymethylphosphonic acid, diethyl ester (2.856 g, 9.95 mMol) in methylene chloride (300 ml) and trifluoracetic acid (16 ml) was stirred at room temperature for 5 h. The solution was concentrated under reduced pressure and product dried under in vacuo. The trifluoacetic acid salt was neutralized with aqueous sodium carbonate and extracted with dichloromethane containing a small proportion of methanol (5×100 ml). The combined organic layers were dried over sodiu... The reactants are NC1=C2N=C(N(C2=NC=N1)CCO)Br (6-amino-8-bromo-9-(2-hydroxyethyl)-9H-purine), N1=CC(=CC=C1)CN (3-picolylamine). Solvent: O (water). Reaction conditions: temperature 150 celsius. The product is NC1=C2N=C(N(C2=NC=N1)CCO)NCC=1C=NC=CC1 (6-Amino-9-(2-hydroxyethyl)-8-[(3-pyridinylmethyl)amino]-9H-purine). Yield: 86.9%. Reaction SMILES: [NH2:1][C:2]1[N:10]=[CH:9][N:8]=[C:7]2[C:3]=1[N:4]=[C:5](Br)[N:6]2[CH2:11][CH2:12][OH:13].[N:15]1[CH:20]=[CH:19][CH:18]=[C:17]([CH2:21][NH2:22])[CH:16]=1>O>[NH2:1][C:2]1[N:10]=[CH:9][N:8]=[C:7]2[C:3]=1[N:4]=[C:5]([NH:22][CH2:21][C:17]1[CH:16]=[N:15][CH:20]=[CH:19][CH:18]=1)[N:6]2[CH2:11][CH2:12][OH:13]. Procedure: A mixture of 0.387 g (1.5 mmol) 6-amino-8-bromo-9-(2-hydroxyethyl)-9H-purine and 0.456 3-picolylamine (4.2 mmol) was heated to 150° C. under an argon atmosphere. After completion of the reaction (˜5 hours) the reaction mixture was diluted with water leading to the precipitation of the product. The precipitate was isolated, washed with water and diethylether to give 0.372 g (87%) of the desired product.